Task: describe an organic reaction: reactants, conditions, products, and yield. Dataset: the Open Reaction Database (ORD), a public repository of structured organic reaction records Reactants: C(C)(=O)C1=CC(=C(C(=N1)Cl)N)Br (6-acetyl-3-amino-4-bromo-2-chloro-pyridine), C(Cl)(Cl)Cl (CHCl3), SO2Cl2, C(Cl)(Cl)Cl (CHCl3). Reaction conditions: time 30 minute. The product is NC=1C(=NC(=CC1Br)C(CCl)=O)Cl (3-Amino-4-bromo-2-chloro-6-chloroacetyl-pyridine). As a reaction SMILES: [C:1]([C:4]1[N:9]=[C:8]([Cl:10])[C:7]([NH2:11])=[C:6]([Br:12])[CH:5]=1)(=[O:3])[CH3:2].C(Cl)(Cl)[Cl:14]>>[NH2:11][C:7]1[C:8]([Cl:10])=[N:9][C:4]([C:1](=[O:3])[CH2:2][Cl:14])=[CH:5][C:6]=1[Br:12]. Reported procedure: 0.8 g (3.2 mmol) of 6-acetyl-3-amino-4-bromo-2-chloro-pyridine are dissolved in 5 ml of CHCl3, and 462 mg (3.42 mmol) of SO2Cl2, dissolved in 5 ml of CHCl3, are added. The mixture is stirred at room temperature for 30 minutes and then poured onto NaHCO3 solution and extracted with CH2Cl2.